Dataset: the Open Reaction Database (ORD), a public repository of structured organic reaction records. Task: describe an organic reaction: reactants, conditions, products, and yield Starting materials: COC=1C=C(C=CC1OC)C(=C/C=C/C(=O)O)C1=CC(=C(C=C1)OC)OC ((E)-5,5-bis(3,4-dimethoxyphenyl)-2,4-pentadienoic acid), [N+](=O)([O-])C1=CC=C(C=C1)O (4-nitrophenol), C1(CCCCC1)N=C=NC1CCCCC1 (1,3-dicyclohexylcarbodiimide). The solvent is ClCCl (dichloromethane). Conditions: temperature 0.5 celsius, time 1 hour. Yields the product [N+](=O)([O-])C1=CC=C(C=C1)OC(\C=C\C=C(C1=CC(=C(C=C1)OC)OC)C1=CC(=C(C=C1)OC)OC)=O ((E)-5,5-bis(3,4-dimethoxyphenyl)-2,4-pentadienoic acid 4-nitrophenyl ester). Yield: 62.2%. Reaction SMILES: [CH3:1][O:2][C:3]1[CH:4]=[C:5]([C:11]([C:18]2[CH:23]=[CH:22][C:21]([O:24][CH3:25])=[C:20]([O:26][CH3:27])[CH:19]=2)=[CH:12]/[CH:13]=[CH:14]/[C:15]([OH:17])=[O:16])[CH:6]=[CH:7][C:8]=1[O:9][CH3:10].[N+:28]([C:31]1[CH:36]=[CH:35][C:34](O)=[CH:33][CH:32]=1)([O-:30])=[O:29].C1(N=C=NC2CCCCC2)CCCCC1>ClCCl>[N+:28]([C:31]1[CH:36]=[CH:35][C:34]([O:16][C:15](=[O:17])/[CH:14]=[CH:13]/[CH:12]=[C:11]([C:5]2[CH:6]=[CH:7][C:8]([O:9][CH3:10])=[C:3]([O:2][CH3:1])[CH:4]=2)[C:18]2[CH:23]=[CH:22][C:21]([O:24][CH3:25])=[C:20]([O:26][CH3:27])[CH:19]=2)=[CH:33][CH:32]=1)([O-:30])=[O:29]. Procedure details: As in Example 115, (E)-5,5-bis(3,4-dimethoxyphenyl)-2,4-pentadienoic acid (16 g) and 4-nitrophenol (6.6 g) in dichloromethane (160 mL) was treated with 1,3-dicyclohexylcarbodiimide (9.3 g). The mixture was stirred at 0.5° C. for 1 hour, then at room temperature for 18 hours. After the usual work up, the crude product was triturated with ether to give 13.2 g of (E)-5,5-bis(3,4-dimethoxyphenyl)-2,4-pentadienoic acid 4-nitrophenyl ester. Crystallization of a portion from ether afforded the analytic... Reactants: [BH4-].[Na+] (sodium borohydride), S1C=2N(C(=C1)C(=O)OCC)C=NC2 (ethyl imidazo[5,1-b]-thiazole-3-carboxylate), CC(=O)C (acetone). Run in CO (methanol). Run at time 30 minute. The product is OCC=1N2C(SC1)=CN=C2 (3-Hydroxymethylimidazo[5,1-b]thiazole). As a reaction SMILES: [S:1]1[CH:5]=[C:4]([C:6](OCC)=[O:7])[N:3]2[CH:11]=[N:12][CH:13]=[C:2]12.[BH4-].[Na+].CC(C)=O>CO>[OH:7][CH2:6][C:4]1[N:3]2[CH:11]=[N:12][CH:13]=[C:2]2[S:1][CH:5]=1 |f:1.2|. Reported procedure: To a solution of 0.80 g of the ethyl imidazo[5,1-b]-thiazole-3-carboxylate prepared in Preparation 11 in 16 ml of methanol was added 400 mg of sodium borohydride, and the mixture was stirred at room temperature for 30 minutes. To the reaction solution was added dropwise 3 ml of acetone. The mixture was stirred for 30 minutes, and then concentrated to dryness under reduced pressure. To the residue were added 20 ml of methylene chloride and 20 ml of a saturated saline solution, and the mixture was... Reactants: NC1=C(C(=O)O)C=C(C=C1)F (2-amino-5-fluorobenzoic acid), C(C)(=O)OC(C)=O (acetic anhydride). Run at time 2 hour. The product is C(C)(=O)NC1=C(C(=O)O)C=C(C=C1)F (2-acetamido-5-fluorobenzoic acid). As a reaction SMILES: [NH2:1][C:2]1[CH:10]=[CH:9][C:8]([F:11])=[CH:7][C:3]=1[C:4]([OH:6])=[O:5].[C:12](OC(=O)C)(=[O:14])[CH3:13]>>[C:12]([NH:1][C:2]1[CH:10]=[CH:9][C:8]([F:11])=[CH:7][C:3]=1[C:4]([OH:6])=[O:5])(=[O:14])[CH3:13]. Procedure: To a flask containing acetic anhydride (60 mL) was slowly added 2-amino-5-fluorobenzoic acid (7.68 g, 0.05 mol) over 20 minutes and continued to stir over 2 hours at room temperature. The product was collected by filtration and allowed to dry to give 2-acetamido-5-fluorobenzoic acid (8.03 g, 82) as an off white solid.: m.p. 168°-170°; 1H NMR (400 MHz, DMSO-d6) δ 2.11 (s, 3H), 7.46 (dt, 1H), 7.65 (dd, 1H), 8.41 (dd, 1H), 10.83 (s, 1H); 13C NMR (100 MHz, DMSO-d6) δ 25.3, 117.1, 117.4, 119.3, 121.2... The reactants are CO, CS(=O)(=O)c1ccc(C(=CC2CCC2)c2cc3cc(F)cnc3[nH]2)cc1. The product is CS(=O)(=O)c1ccc(C(CC2CCC2)c2cc3cc(F)cnc3[nH]2)cc1. As a reaction SMILES: [CH3:27][OH:28].[CH:1]1([CH:5]=[C:6]([c:7]2[cH:8][cH:9][c:10]([S:13](=[O:14])(=[O:15])[CH3:16])[cH:11][cH:12]2)[c:17]2[cH:18][c:19]3[c:20]([n:21][cH:22][c:23]([F:25])[cH:24]3)[nH:26]2)[CH2:2][CH2:3][CH2:4]1>>[CH:1]1([CH2:5][CH:6]([c:7]2[cH:8][cH:9][c:10]([S:13](=[O:14])(=[O:15])[CH3:16])[cH:11][cH:12]2)[c:17]2[cH:18][c:19]3[c:20]([n:21][cH:22][c:23]([F:25])[cH:24]3)[nH:26]2)[CH2:2][CH2:3][CH2:4]1. Starting materials: C1(=CC=CC=C1)[C@@H]1[C@@H](CCCC1)N1CCC(CC1)N ((+/−)-[cis-1-(2-phenyl-cyclohexyl)-piperidin-4-yl]-amine), BrC=1C=NC=CC1 (3-bromo-pyridine), C1(=CC=CC=C1)P(C1=C(C2=CC=CC=C2C=C1)C1=C(C=CC2=CC=CC=C12)P(C1=CC=CC=C1)C1=CC=CC=C1)C1=CC=CC=C1 (rac-2,2′-bis(diphenylphosphino)-1,1′-binaphtyl), CC(C)([O-])C.[Na+] (sodium tert-butoxide), BrC=1C=NC=CC1 (3-bromopyridine). Run in C1(=CC=CC=C1)C (toluene), C(C)(=O)OCC (ethyl acetate), C(C)OCC (diethyl ether). Reaction conditions: temperature 70 celsius. The product is C1(=CC=CC=C1)[C@@H]1[C@@H](CCCC1)N1CCC(CC1)NC=1C=NC=CC1 ((+/−)-[cis-1-(2-Phenyl-cyclohexyl)-piperidin-4-yl]-pyridin-3-yl-amine). Isolated yield 20.0%. RXN SMILES: Br[C:2]1[CH:3]=[N:4][CH:5]=[CH:6][CH:7]=1.[C:8]1([C@H:14]2[CH2:19][CH2:18][CH2:17][CH2:16][C@H:15]2[N:20]2[CH2:25][CH2:24][CH:23]([NH2:26])[CH2:22][CH2:21]2)[CH:13]=[CH:12][CH:11]=[CH:10][CH:9]=1.C1(P(C2C=CC=CC=2)C2C=CC3C(=CC=CC=3)C=2C2C3C(=CC=CC=3)C=CC=2P(C2C=CC=CC=2)C2C=CC=CC=2)C=CC=CC=1.CC(C)([O-])C.[Na+]>C1(C)C=CC=CC=1.C(OCC)(=O)C.C(OCC)C>[C:8]1([C@H:14]2[CH2:19][CH2:18][CH2:17][CH2:16][C@H:15]2[N:20]2[CH2:25][CH2:24][CH:23]([NH:26][C:2]3[CH:3]=[N:4][CH:5]=[CH:6][CH:7]=3)[CH2:22][CH2:21]2)[CH:9]=[CH:10][CH:11]=[CH:12][CH:13]=1 |f:3.4|. Procedure: The title compound, MS (ISP): m/e=440.4 (M+H+), was prepared as for example 209, steps (A) to (C). Step (B) was performed using 3-bromo-pyridine as follows: A suspension of (+/−)-[cis-1-(2-phenyl-cyclohexyl)-piperidin-4-yl]-amine (1.00 g, 3.88 mmol) in toluene (30 ml) was degassed with a flow of argon for 10 minutes. Tris-(dibenzylideneacetone)dipalladium chloroform complex (124 mg, 0.12 mmol), rac-2,2′-bis(diphenylphosphino)-1,1′-binaphtyl (BINAP, 76.0 mg, 0.12 mmol), sodium tert-butoxide (0.47... Starting materials: FC(C(=O)OC(C(F)(F)F)=O)(F)F (trifluoroacetic anhydride), O=C1C2=C(N3C([C@H]4N1CC4)=C(N=C3)C(=O)N)C=CS2 ((S)-8-oxo-11,11a-dihydro-8H,10H-azeto[1,2-a]imidazo[5,1-c]thieno[3,2-e][1,4]diazepine-1-carboxamide), ice water. The solvent is O1CCOCC1 (dioxan), N1=CC=CC=C1 (pyridine). Conditions: time 2.5 hour. Yields the product O=C1C2=C(N3C([C@H]4N1CC4)=C(N=C3)C#N)C=CS2 ((S)-8-oxo-11,11a-dihydro-8H,10H-azeto[1,2-a]imidazo[5,1-c]thieno[3,2-e][1,4]diazepine-1-carbonitrile). Isolated yield 1658.3%. As a reaction SMILES: FC(F)(F)C(OC(=O)C(F)(F)F)=O.[O:14]=[C:15]1[N:21]2[CH2:22][CH2:23][C@H:20]2[C:19]2=[C:24]([C:27]([NH2:29])=O)[N:25]=[CH:26][N:18]2[C:17]2[CH:30]=[CH:31][S:32][C:16]1=2>O1CCOCC1.N1C=CC=CC=1>[O:14]=[C:15]1[N:21]2[CH2:22][CH2:23][C@H:20]2[C:19]2=[C:24]([C:27]#[N:29])[N:25]=[CH:26][N:18]2[C:17]2[CH:30]=[CH:31][S:32][C:16]1=2. Reported procedure: 5.75 ml (41.3 mmol) of trifluoroacetic anhydride were added dropwise at 5°-8° to a suspension of 11.05 g (40.:2 mmol) of (S)-8-oxo-11,11a-dihydro-8H,10H-azeto[1,2-a]imidazo[5,1-c]thieno[3,2-e][1,4]diazepine-1-carboxamide in 55 ml of dioxan and 7 ml of pyridine. The beige solution obtained was stirred at 50° for 2.5 hours and subsequently poured into 50 ml of ice-water. Extraction with methylene chloride (four times), drying over sodium sulfate, filtration and evaporation yielded a pale brown res... Starting materials: C1=CC=C2C(=C1)C(=O)C(C2=O)(O)O (ninhydrin), C(Cl)(Cl)Cl.CO.[H][H] (CHCl3 CH3OH H2), dioleoylphosphatidylethanolamine, Cl.C(CCC)OC(=O)N[C@@H](CCCNC(N)=N)C(=O)O (butoxycarbonyl-arginine hydrochloride), Cl.C(C)N=C=NCCCN(C)C (N-ethyl-N'-dimethylaminopropyl-carbodiimide hydrochloride), ON1C(CCC1=O)=O (N-hydroxysuccinimide). The solvent is C(Cl)(Cl)Cl (chloroform). Reaction conditions: time 3 hour. Yields the product N[C@@H](CCCNC(N)=N)C(=O)O (Arg). Reaction SMILES: Cl.C(OC([NH:9][C@H:10]([C:18]([OH:20])=[O:19])[CH2:11][CH2:12][CH2:13][NH:14][C:15](=[NH:17])[NH2:16])=O)CCC.Cl.C(N=C=NCCCN(C)C)C.ON1C(=O)CCC1=O.C(Cl)(Cl)Cl.CO.[H][H].C1C=C2C(C(O)(O)C(=O)C2=CC=1)=O>C(Cl)(Cl)Cl>[NH2:9][C@H:10]([C:18]([OH:20])=[O:19])[CH2:11][CH2:12][CH2:13][NH:14][C:15](=[NH:16])[NH2:17] |f:0.1,2.3,5.6.7|. Procedure details: 75 mg (0.101 mmol) of dioleoylphosphatidylethanolamine (Avanti Polar Lipids, USA) (DOPE), 34.3 mg (0.110 mmol) of Nalpha -tret-butoxycarbonyl-arginine hydrochloride (Sigma, USA), 24.8 mg (0.129 mmol) of N-ethyl-N'-dimethylaminopropyl-carbodiimide hydrochloride (Sigma, USA), and 14.9 mg (0.129 mmol) of N-hydroxysuccinimide (Sigma, UAS) were dissolved in 2 ml of chloroform and incubated with agitation at 37° C. for 3 hours. At that point, TLC (CHCl3 --CH3OH--H2 65:25:4, silica) showed 100% convers... The reactants are OC=1C=C(N)C=C(C1)O (3,5-dihydroxyaniline), C(C)OC=C(C(=O)OCC)C(=O)OCC (2-ethoxy-1,1-bis(ethoxycarbonyl)ethene). Run in C(C)O (ethanol). Conditions: time 2 day. Yields the product C(C)OC(=O)C(=CNC1=CC(=CC(=C1)O)O)C(=O)OCC (1,1-bis(ethoxycarbonyl)-2-(3,5-dihydroxyphenylamino)ethene). Isolated yield 78.1%. As a reaction SMILES: [OH:1][C:2]1[CH:3]=[C:4]([CH:6]=[C:7]([OH:9])[CH:8]=1)[NH2:5].C(O[CH:13]=[C:14]([C:20]([O:22][CH2:23][CH3:24])=[O:21])[C:15]([O:17][CH2:18][CH3:19])=[O:16])C>C(O)C>[CH2:23]([O:22][C:20]([C:14]([C:15]([O:17][CH2:18][CH3:19])=[O:16])=[CH:13][NH:5][C:4]1[CH:3]=[C:2]([OH:1])[CH:8]=[C:7]([OH:9])[CH:6]=1)=[O:21])[CH3:24]. Procedure details: A mixture of 3,5-dihydroxyaniline (2.0 g), 2-ethoxy-1,1-bis(ethoxycarbonyl)ethene (3.0 g) and ethanol (10 ml) was left to stand at room temperature for 2 days. The resulting solid was filtered off, dissolved in dimethylsulphoxide (20 ml) and then treated with water (100 ml). The resulting solid was washed with water, to give 1,1-bis(ethoxycarbonyl)-2-(3,5-dihydroxyphenylamino)ethene (3.2 g), m.p. 190°-192° C.